This data is from the Open Reaction Database (ORD), a public repository of structured organic reaction records. The task is: describe an organic reaction: reactants, conditions, products, and yield The reactants are ClC(C1=CC(=CC(=C1)F)F)(C1=CC(=CC(=C1)F)F)Cl (dichloro-bis(3,5-difluorophenyl)methane), OC=1C=C(C(=O)OCC)C=CC1O (ethyl 3,4-dihydroxybenzoate). Solvent: ClCCl (dichloromethane). The product is C(C)OC(=O)C1=CC2=C(OC(O2)(C2=CC(=CC(=C2)F)F)C2=CC(=CC(=C2)F)F)C=C1 (2,2-bis-(3,5-difluoro-phenyl)-benzo[1,3]dioxole-5-carboxylic acid ethyl ester). Yield: 87.8%. As a reaction SMILES: Cl[C:2](Cl)([C:11]1[CH:16]=[C:15]([F:17])[CH:14]=[C:13]([F:18])[CH:12]=1)[C:3]1[CH:8]=[C:7]([F:9])[CH:6]=[C:5]([F:10])[CH:4]=1.[OH:20][C:21]1[CH:22]=[C:23]([CH:29]=[CH:30][C:31]=1[OH:32])[C:24]([O:26][CH2:27][CH3:28])=[O:25]>ClCCl>[CH2:27]([O:26][C:24]([C:23]1[CH:29]=[CH:30][C:31]2[O:32][C:2]([C:11]3[CH:16]=[C:15]([F:17])[CH:14]=[C:13]([F:18])[CH:12]=3)([C:3]3[CH:8]=[C:7]([F:9])[CH:6]=[C:5]([F:10])[CH:4]=3)[O:20][C:21]=2[CH:22]=1)=[O:25])[CH3:28]. Reported procedure: 239 mg dichloro-bis(3,5-difluorophenyl)methane and 141 mg ethyl 3,4-dihydroxybenzoate were heated to 180° C. for 2 h 15 min. The brown mixture was diluted with dichloromethane, washed with sat. NaHCO3 solution and water. The dried solution was evaporated and the residue purified on silica gel to provide 284 mg resinous oil. MS: 419 ([M+H]+). Starting materials: CO (methanol), C(C1=CC=CC=C1)OC1=CC=C(C=C1)O (4-benzyloxyphenol), C([O-])([O-])=O.[K+].[K+] (potassium carbonate), C(C=C)Br (allyl bromide). Solvent: CN(C=O)C (N,N-dimethylformamide), O (water). Conditions: temperature 80 celsius, time 136 hour. The product is C(=CC)OC1=CC=C(C=C1)OCC1=CC=CC=C1 (1-propenyloxy-4-benzyloxy benzene). Yield: 71.6%. RXN SMILES: [CH2:1]([O:8][C:9]1[CH:14]=[CH:13][C:12]([OH:15])=[CH:11][CH:10]=1)[C:2]1[CH:7]=[CH:6][CH:5]=[CH:4][CH:3]=1.C(=O)([O-])[O-].[K+].[K+].[CH2:22](Br)[CH:23]=[CH2:24].CO>CN(C)C=O.O>[CH:22]([O:15][C:12]1[CH:11]=[CH:10][C:9]([O:8][CH2:1][C:2]2[CH:3]=[CH:4][CH:5]=[CH:6][CH:7]=2)=[CH:14][CH:13]=1)=[CH:23][CH3:24] |f:1.2.3|. Reported procedure: 5.0 grams (25.0 mmole, 1.0 eq.) of 4-benzyloxyphenol was dissolved in 100 ml of N,N-dimethylformamide. 10.4 grams (75.0 mmole, 3.0 eq.) of potassium carbonate and 3.25 ml (37.5 mmole, 1.5 eq.) of allyl bromide were added to the reaction and it was stirred at 80° C. for 3 hours and at room temperature for another 136 hours. The reaction mixture was diluted with water and extracted 3× with 60 ml of ethyl acetate. The combined organics were dried over sodium sulfate, filtered, evaporated and pumped...